This data is from the Open Reaction Database (ORD), a public repository of structured organic reaction records. The task is: describe an organic reaction: reactants, conditions, products, and yield RXN SMILES: [CH2:1]([CH:2]=[CH2:3])[C:4]1([CH3:45])[CH2:5][CH:6]([C:36](=[O:37])[NH:38][c:39]2[cH:40][cH:41][cH:42][cH:43][cH:44]2)[n:7]2[c:8]1[n:9][cH:10][c:11]([N:14]([C:15]([O:16][CH2:17][c:18]1[cH:19][cH:20][cH:21][cH:22][cH:23]1)=[O:24])[CH2:25][c:26]1[cH:27][c:28]([C:32]([F:33])([F:34])[F:35])[cH:29][cH:30][cH:31]1)[c:12]2=[O:13].[CH3:47][C:48]#[N:49].[Cl:50][C:51]([Cl:52])([Cl:53])[Cl:54].[OH2:46].[OH2:55]>>[CH2:1]([C:2](=[O:46])[OH:55])[C:4]1([CH3:45])[CH2:5][CH:6]([C:36](=[O:37])[NH:38][c:39]2[cH:40][cH:41][cH:42][cH:43][cH:44]2)[n:7]2[c:8]1[n:9][cH:10][c:11]([N:14]([C:15]([O:16][CH2:17][c:18]1[cH:19][cH:20][cH:21][cH:22][cH:23]1)=[O:24])[CH2:25][c:26]1[cH:27][c:28]([C:32]([F:33])([F:34])[F:35])[cH:29][cH:30][cH:31]1)[c:12]2=[O:13]. Product: CC1(CC(=O)O)CC(C(=O)Nc2ccccc2)n2c1ncc(N(Cc1cccc(C(F)(F)F)c1)C(=O)OCc1ccccc1)c2=O. The reactants are C=CCC1(C)CC(C(=O)Nc2ccccc2)n2c1ncc(N(Cc1cccc(C(F)(F)F)c1)C(=O)OCc1ccccc1)c2=O, CC#N, ClC(Cl)(Cl)Cl, O, O. Reactants: CCN(CC)C(=O)c1ccc(NCCc2ccccc2)c([N+](=O)[O-])c1, CCOC(C)=O. The product is CCN(CC)C(=O)c1ccc(NCCc2ccccc2)c(N)c1. As a reaction SMILES: [CH2:1]([CH3:2])[N:3]([C:4]([c:5]1[cH:6][c:7]([N+:20]([O-:21])=[O:22])[c:8]([NH:11][CH2:12][CH2:13][c:14]2[cH:15][cH:16][cH:17][cH:18][cH:19]2)[cH:9][cH:10]1)=[O:23])[CH2:24][CH3:25].[CH3:26][CH2:27][O:28][C:29]([CH3:30])=[O:31]>>[CH2:1]([CH3:2])[N:3]([C:4]([c:5]1[cH:6][c:7]([NH2:20])[c:8]([NH:11][CH2:12][CH2:13][c:14]2[cH:15][cH:16][cH:17][cH:18][cH:19]2)[cH:9][cH:10]1)=[O:23])[CH2:24][CH3:25]. Starting materials: CN1CCN(CC(=O)O)CC1, Nc1cccc2nc(NC3CCc4ccccc43)ccc12. Yields the product CN1CCN(CC(=O)Nc2cccc3nc(NC4CCc5ccccc54)ccc23)CC1. RXN SMILES: [CH3:22][N:23]1[CH2:24][CH2:25][N:26]([CH2:29][C:30](=[O:31])[OH:32])[CH2:27][CH2:28]1.[CH:1]1([NH:10][c:11]2[n:12][c:13]3[cH:14][cH:15][cH:16][c:17]([NH2:21])[c:18]3[cH:19][cH:20]2)[CH2:2][CH2:3][c:4]2[cH:5][cH:6][cH:7][cH:8][c:9]21>>[CH:1]1([NH:10][c:11]2[n:12][c:13]3[cH:14][cH:15][cH:16][c:17]([NH:21][C:30]([CH2:29][N:26]4[CH2:25][CH2:24][N:23]([CH3:22])[CH2:28][CH2:27]4)=[O:31])[c:18]3[cH:19][cH:20]2)[CH2:2][CH2:3][c:4]2[cH:5][cH:6][cH:7][cH:8][c:9]21. Starting materials: O (water), CN1C(=NC2=C1CCCC2)S(=O)(=O)C (1-Methyl-2-(methylsulfonyl)-4,5,6,7-tetrahydro-1H-benzimidazole), C(C)N1C(N(C2=NC=CC=C21)C2=CC=C(C=C2)O)=O (1-ethyl-3-(4-hydroxyphenyl)-1,3-dihydro-2H-imidazo[4,5-b]pyridin-2-one), [H-].[Na+] (NaH). Run in CC(=O)N(C)C (DMA). Yields the product C(C)N1C(N(C2=NC=CC=C21)C2=CC=C(C=C2)OC2=NC1=C(N2C)CCCC1)=O (1-ethyl-3-{4-[(1-methyl-4,5,6,7-tetrahydro-1H-benzimidazol-2-yl)oxy]phenyl}-1,3-dihydro-2H-imidazo[4,5-b]pyridin-2-one). Yield: 5.8%. As a reaction SMILES: [CH3:1][N:2]1[C:6]2[CH2:7][CH2:8][CH2:9][CH2:10][C:5]=2[N:4]=[C:3]1S(C)(=O)=O.[CH2:15]([N:17]1[C:25]2[C:20](=[N:21][CH:22]=[CH:23][CH:24]=2)[N:19]([C:26]2[CH:31]=[CH:30][C:29]([OH:32])=[CH:28][CH:27]=2)[C:18]1=[O:33])[CH3:16].[H-].[Na+].O>CC(N(C)C)=O>[CH2:15]([N:17]1[C:25]2[C:20](=[N:21][CH:22]=[CH:23][CH:24]=2)[N:19]([C:26]2[CH:27]=[CH:28][C:29]([O:32][C:3]3[N:2]([CH3:1])[C:6]4[CH2:7][CH2:8][CH2:9][CH2:10][C:5]=4[N:4]=3)=[CH:30][CH:31]=2)[C:18]1=[O:33])[CH3:16] |f:2.3|. Procedure: 1-Methyl-2-(methylsulfonyl)-4,5,6,7-tetrahydro-1H-benzimidazole (84 mg) was added to a solution of 1-ethyl-3-(4-hydroxyphenyl)-1,3-dihydro-2H-imidazo[4,5-b]pyridin-2-one (100 mg) and NaH (18.8 mg) (60% in mineral oil) in DMA (3 mL) in a microwave vessel. The vessel was sealed and subjected to microwave irradiation (at 120° C. set by IR sensor, fixed hold time: on, Absorption level: High) for 1 h in a Biotage Initiator 60EXP. The mixture was poured into water, and the mixture was extracted with e... Reactants: N(=O)[O-].[Na+] (sodium nitrite), NC1=C(C(=O)N)C=CC(=C1)F (2-amino-4-fluorobenzamide). Run in O (water), Cl (hydrochloric acid). Conditions: time 2 hour. Product: FC=1C=CC2=C(N=NNC2=O)C1 (7-fluoro-3H-benzo[d]-1,2,3-triazin-4-one). Yield: 68.3%. Reaction SMILES: [N:1]([O-])=O.[Na+].[NH2:5][C:6]1[CH:14]=[C:13]([F:15])[CH:12]=[CH:11][C:7]=1[C:8]([NH2:10])=[O:9]>O.Cl>[F:15][C:13]1[CH:12]=[CH:11][C:7]2[C:8](=[O:9])[NH:10][N:1]=[N:5][C:6]=2[CH:14]=1 |f:0.1|. Reported procedure: 59.23 g (0.387 mol) of benzotriazol-1-ol, 65.776 ml (0.387 mol) of N-ethyldiisopropylamine and 74.15 g (0.387 mol) of N-(3-dimethylaminopropyl)-N′-ethylcarbodiimide hydrochloride were added successively at room temperature to a solution of 50.0 g (0.322 mol) of 2-amino-4-fluorobenzoic acid in 600 ml of dimethylformamide. 64.46 ml (0.451 mol) of ammonia in methanol (7 mol/l) were added dropwise with stirring, and the mixture was stirred for 18 hours. Water (2 l) and concentrated sodium chloride s... Starting materials: N(=[N+]=[N-])CC(F)(F)C1=[N+](C=CC=C1)[O-] (2-(2-azido-1,1-difluoro-ethyl)-pyridine N-oxide), C1(=CC=CC=C1)P(C1=CC=CC=C1)C1=CC=CC=C1 (triphenylphosphine), O (water). Solvent: C1CCOC1 (THF). Run at time 1 hour. Product: FC(C[NH2]=O)(C1=NC=CC=C1)F (2,2-difluoro-2-pyridin-2-yl-ethylamine N-oxide). Yield: 96.0%. As a reaction SMILES: [N:1]([CH2:4][C:5]([C:8]1[CH:13]=[CH:12][CH:11]=[CH:10][N+:9]=1[O-])([F:7])[F:6])=[N+]=[N-].C1(P(C2C=CC=CC=2)C2C=CC=CC=2)C=CC=CC=1.[OH2:34]>C1COCC1>[F:6][C:5]([F:7])([C:8]1[CH:13]=[CH:12][CH:11]=[CH:10][N:9]=1)[CH2:4][NH2:1]=[O:34]. Reported procedure: To the solution of 2-(2-azido-1,1-difluoro-ethyl)-pyridine N-oxide (example 60a, 2.7 g, 13.5 mmol) in THF (40 mL) was slowly added triphenylphosphine (3.9 g, 14.9 mmol) at 0° C. After stirred for 1 h, water (5 mL) was added. The reaction mixture was stirred at 55° C. for 2 h and at room temperature for 12 h. After removal of solvent, the crude was puried by flash chromatography (Merck Silica gel 60, 70-230 mesh, 0%-20% methanol in methylene chloride in 30 min) to give 2,2-difluoro-2-pyridin-2-yl... Reactants: solution, C(#N)C1=CC=C(C=C1)B(O)O (4-cyanophenylboronic acid), C(=O)([O-])[O-].[Cs+].[Cs+] (Cs2CO3), C(C)(C)O (isopropanol). Reagents/catalysts: Cl[Pd]([P](C1=CC=CC=C1)(C2=CC=CC=C2)C3=CC=CC=C3)([P](C4=CC=CC=C4)(C5=CC=CC=C5)C6=CC=CC=C6)Cl (Pd(PPh3)2Cl2). Yields the product OCC[C@H]1[C@@H](C1)C1=CC=C(C=C1)C1=CC=C(C=C1)C#N (4′-[(1R,2S)-2-(2-Hydroxyethyl)cycloprop-1-yl]biphenyl-4-carbonitrile). As a reaction SMILES: [C:1]([C:3]1[CH:8]=[CH:7][C:6](B(O)O)=[CH:5][CH:4]=1)#[N:2].[C:12]([O-:15])([O-])=O.[Cs+].[Cs+].[CH:18](O)([CH3:20])[CH3:19]>Cl[Pd](Cl)([P](C1C=CC=CC=1)(C1C=CC=CC=1)C1C=CC=CC=1)[P](C1C=CC=CC=1)(C1C=CC=CC=1)C1C=CC=CC=1>[OH:15][CH2:12][CH2:19][C@@H:18]1[CH2:20][C@H:1]1[C:3]1[CH:8]=[CH:7][C:6]([C:6]2[CH:7]=[CH:8][C:3]([C:1]#[N:2])=[CH:4][CH:5]=2)=[CH:5][CH:4]=1 |f:1.2.3,^1:24,43|. Reported procedure: A solution of Example 26F (1.2 g, 5 mmol), 4-cyanophenylboronic acid [CAS 126747-14-6] (1.46 g, 2 equivalents), Pd(PPh3)2Cl2 (350 mg), and Cs2CO3 (6.5 g) in isopropanol (80 mL) under N2 was stirred at reflux overnight. The mixture was partitioned between ethyl acetate and H2O. The organic layer was washed with saturated aqueous NaHCO3 and then with brine. The organic layer was then dried (MgSO4) and filtered. The filtrate was concentrated in vacuo and the resulting residue was purified by chroma... Yields the product C(C)(=O)C(C(=O)OC)=CC1=C(C(=CC=C1)Cl)Cl (Methyl 2-acetyl-3-(2,3-dichlorophenyl)-acrylate). Run in C(Cl)Cl (CH2Cl2), CC(=O)O (HOAc). Starting materials: N1CCCCC1 (piperidine), ClC1=C(C=O)C=CC=C1Cl (2,3-dichlorobenzaldehyde), C(CC(=O)C)(=O)OC (methyl acetoacetate), O (water). RXN SMILES: [Cl:1][C:2]1[C:9]([Cl:10])=[CH:8][CH:7]=[CH:6][C:3]=1[CH:4]=O.[C:11]([O:17][CH3:18])(=[O:16])[CH2:12][C:13]([CH3:15])=[O:14].O.N1CCCCC1>C(Cl)Cl.CC(O)=O>[C:13]([C:12](=[CH:4][C:3]1[CH:6]=[CH:7][CH:8]=[C:9]([Cl:10])[C:2]=1[Cl:1])[C:11]([O:17][CH3:18])=[O:16])(=[O:14])[CH3:15]. Procedure: 17.5 g (100 mmol) of 2,3-dichlorobenzaldehyde and 11.6 g (100 mmol) of methyl acetoacetate are boiled in a water separator for 3 h with 1 ml of piperidine and 0.5 ml of HOAc in 350 ml of CH2Cl2. The mixture is then washed twice with water, dried over MgSO4 and concentrated. The residue crystallizes from petroleum ether/ether. Yield: 15.0 g (55%) Starting materials: C(C)(C)(C)OC(=O)NC=1C(=NC(=NC1C)OCC(=O)O)C (2-(5-(tert-butoxycarbonylamino)-4,6-dimethylpyrimidine-2-yloxy)acetic acid), C1(CCCC1)N1CCC(CC1)NC (1-cyclopentyl-N-methylpiperidine-4-amine). The product is NC=1C(=NC(=NC1C)OCC(=O)N(C)C1CCN(CC1)C1CCCC1)C (2-(5-amino-4,6-dimethylpyrimidine-2-yloxy)-N-(1-(cyclopentyl)piperidine-4-yl)-N-methylacetamide). Reaction SMILES: C(OC([NH:8][C:9]1[C:10]([CH3:21])=[N:11][C:12]([O:16][CH2:17][C:18]([OH:20])=O)=[N:13][C:14]=1[CH3:15])=O)(C)(C)C.[CH:22]1([N:27]2[CH2:32][CH2:31][CH:30]([NH:33][CH3:34])[CH2:29][CH2:28]2)[CH2:26][CH2:25][CH2:24][CH2:23]1>>[NH2:8][C:9]1[C:14]([CH3:15])=[N:13][C:12]([O:16][CH2:17][C:18]([N:33]([CH:30]2[CH2:31][CH2:32][N:27]([CH:22]3[CH2:23][CH2:24][CH2:25][CH2:26]3)[CH2:28][CH2:29]2)[CH3:34])=[O:20])=[N:11][C:10]=1[CH3:21]. Procedure: The title compound was synthesized from Compound 9 and 1-cyclopentyl-N-methylpiperidine-4-amine in the same manner as in Example 64.